From a dataset of the Open Reaction Database (ORD), a public repository of structured organic reaction records. describe an organic reaction: reactants, conditions, products, and yield Reactants: COC1=CC=CC=2[C@H]3CC(N([C@H]3CCC21)CCCN2CCOCC2)=O (rac-cis-1,3,3a,4,5,9b-hexahydro-6-methoxy-3-(3-morpholin-4-yl-propyl)-2H-benzo[e]indol-2-one), [H-].[Al+3].[Li+].[H-].[H-].[H-] (lithium aluminum hydride), [O-]S(=O)(=O)[O-].[Na+].[Na+] (Na2SO4), [OH-].[Na+] (NaOH). Solvent: C1CCOC1 (THF), C1CCOC1 (THF), O (water), O (water). Product: COC1=CC=CC=2[C@H]3CCN([C@H]3CCC21)CCCN2CCOCC2 (rac-cis-2,3,3a,4,5,9b-hexahydro-6-methoxy-3-(3-morpholin-4-yl-propyl)-1H-benzo[e]indole). The yield is 88.4%. RXN SMILES: [H-].[Al+3].[Li+].[H-].[H-].[H-].[CH3:7][O:8][C:9]1[C:21]2[CH2:20][CH2:19][C@H:18]3[C@H:14]([CH2:15][C:16](=O)[N:17]3[CH2:22][CH2:23][CH2:24][N:25]3[CH2:30][CH2:29][O:28][CH2:27][CH2:26]3)[C:13]=2[CH:12]=[CH:11][CH:10]=1.[OH-].[Na+].[O-]S([O-])(=O)=O.[Na+].[Na+]>C1COCC1.O>[CH3:7][O:8][C:9]1[C:21]2[CH2:20][CH2:19][C@H:18]3[C@H:14]([CH2:15][CH2:16][N:17]3[CH2:22][CH2:23][CH2:24][N:25]3[CH2:26][CH2:27][O:28][CH2:29][CH2:30]3)[C:13]=2[CH:12]=[CH:11][CH:10]=1 |f:0.1.2.3.4.5,7.8,9.10.11|. Reported procedure: 0.99 g (0.02595 mol) of lithium aluminum hydride was suspended in 50 ml of THF under argon. A solution of 4.47 g (0.01298 mol) of rac-cis-1,3,3a,4,5,9b-hexahydro-6-methoxy-3-(3-morpholin-4-yl-propyl)-2H-benzo[e]indol-2-one in 50 ml of THF was added dropwise thereto and the mixture was boiled under reflux for 2 hours. 1.0 ml of water, 1.0 ml of a 4N aqueous NaOH solution and 3.0 ml of water were cautiously added dropwise thereto in succession, whereupon the mixture was boiled at reflux until a co...